This data is from the Open Reaction Database (ORD), a public repository of structured organic reaction records. The task is: describe an organic reaction: reactants, conditions, products, and yield The reactants are FC(COC1=CC=CC2=C1C(=NO2)OCC2CCN(CC2)C(=O)OC(C)(C)C)(F)F (tert-butyl 4-({[4-(2,2,2-trifluoroethoxy)-1,2-benzisoxazol-3-yl]oxy}methyl)-piperidine-1-carboxylate), N (ammonia), O (water), ClCCl (dichloromethane). Solvent: Cl (hydrogen chloride), CO (methanol), Cl (hydrochloric acid). Reaction conditions: time 2 hour. Product: N1CCC(CC1)COC1=NOC2=C1C(=CC=C2)OCC(F)(F)F (3-(Piperidin-4-ylmethoxy)-4-(2,2,2-trifluoroethoxy)-1,2-benzisoxazole). As a reaction SMILES: [F:1][C:2]([F:30])([F:29])[CH2:3][O:4][C:5]1[C:10]2[C:11]([O:14][CH2:15][CH:16]3[CH2:21][CH2:20][N:19](C(OC(C)(C)C)=O)[CH2:18][CH2:17]3)=[N:12][O:13][C:9]=2[CH:8]=[CH:7][CH:6]=1.O.ClCCl.N>Cl.CO>[NH:19]1[CH2:20][CH2:21][CH:16]([CH2:15][O:14][C:11]2[C:10]3[C:5]([O:4][CH2:3][C:2]([F:1])([F:29])[F:30])=[CH:6][CH:7]=[CH:8][C:9]=3[O:13][N:12]=2)[CH2:17][CH2:18]1. Procedure: To a stirred mixture of tert-butyl 4-({[4-(2,2,2-trifluoroethoxy)-1,2-benzisoxazol-3-yl]oxy}methyl)-piperidine-1-carboxylate (3.0 g, 6.96 mmol, EXAMPLE 2, Step 1) in 10% hydrogen chloride in methanol (100 mL) was added hydrochloric acid (3.0 mL) at ambient temperature. After being stirred at room temperature for 2 h, the mixture was concentrated in vacuo to give a solid. The residual solid was dissolved with water and dichloromethane. Sat. aq. ammonia was added to the mixture and extracted with ... The reactants are N1(CCC=CC1)C1=NC(=[N+](C(=N1)NC(=O)OCC)[O-])NC(=O)OCC (diethyl 6-[3,6-dihydro-1(2H)-pyridyl]-s-triazin-2,4-dicarbamate-3-oxide). Solvent: CN(C=O)C (dimethylformamide). The product is N1(CCC=CC1)C1=NC=2N(C(=N1)NC(=O)OCC)OC(N2)=O (ethyl 5-[3,6-dihydro-1(2H)-pyridyl]-2-oxo-2H-[1,2,4]oxadiazolo[2,3-a]-s-triazine-7-carbamate). Reaction SMILES: [N:1]1([C:7]2[N:12]=[C:11]([NH:13][C:14](OCC)=[O:15])[N+:10]([O-:19])=[C:9]([NH:20][C:21]([O:23][CH2:24][CH3:25])=[O:22])[N:8]=2)[CH2:6][CH:5]=[CH:4][CH2:3][CH2:2]1>CN(C)C=O>[N:1]1([C:7]2[N:8]=[C:9]([NH:20][C:21]([O:23][CH2:24][CH3:25])=[O:22])[N:10]3[O:19][C:14](=[O:15])[N:13]=[C:11]3[N:12]=2)[CH2:6][CH:5]=[CH:4][CH2:3][CH2:2]1. Reported procedure: 4.8 g. of diethyl 6-[3,6-dihydro-1(2H)-pyridyl]-s-triazin-2,4-dicarbamate-3-oxide are mixed with 100 ml. of absolute dimethylformamide and stirred at 140° C. for 30 minutes. The solvent is then evaporated off under reduced pressure and the residue is recrystallized from methylene chloride and diethyl ether, there being obtained pure ethyl 5-[3,6-dihydro-1(2H)-pyridyl]-2-oxo-2H-[1,2,4]oxadiazolo[2,3-a]-s-triazine-7-carbamate having a melting point of 220°-225° C. (decomposition).